Dataset: the Open Reaction Database (ORD), a public repository of structured organic reaction records. Task: describe an organic reaction: reactants, conditions, products, and yield Starting materials: C1CCCCC1, CCOC(C)=O, Clc1cncc(Cl)n1, Oc1cccc2ncccc12. Yields the product Clc1cncc(Oc2cccc3ncccc23)n1. RXN SMILES: [CH2:26]1[CH2:27][CH2:28][CH2:29][CH2:30][CH2:31]1.[CH3:20][CH2:21][O:22][C:23]([CH3:24])=[O:25].[Cl:1][c:2]1[n:3][c:4]([Cl:8])[cH:5][n:6][cH:7]1.[OH:9][c:10]1[c:11]2[cH:12][cH:13][cH:14][n:15][c:16]2[cH:17][cH:18][cH:19]1>>[c:2]1([O:9][c:10]2[c:11]3[cH:12][cH:13][cH:14][n:15][c:16]3[cH:17][cH:18][cH:19]2)[n:3][c:4]([Cl:8])[cH:5][n:6][cH:7]1. Reactants: COC1=CC=C(C=C1)C1=CC2=C(S1)C=CC=C2 (2-(4-methoxyphenyl)benzo[b]thiophene), Cl.N1(CCCC1)CCCC1=CC=C(C(=O)O)C=C1 (4-[3-(1-pyrrolidinyl)propyl]benzoic acid hydrochloride). Yields the product N1(CCCC1)CCCC1=CC=C(C=C1)C(=O)C=1C2=C(SC1C1=CC=C(C=C1)OC)C=CC=C2 (2-(4-Methoxyphenyl)benzo[b]thiophen-3-yl 4-[3-(1-Pyrrolidinyl)propyl]phenyl Ketone). Yield: 33.0%. As a reaction SMILES: [CH3:1][O:2][C:3]1[CH:8]=[CH:7][C:6]([C:9]2[S:13][C:12]3[CH:14]=[CH:15][CH:16]=[CH:17][C:11]=3[CH:10]=2)=[CH:5][CH:4]=1.Cl.[N:19]1([CH2:24][CH2:25][CH2:26][C:27]2[CH:35]=[CH:34][C:30]([C:31](O)=[O:32])=[CH:29][CH:28]=2)[CH2:23][CH2:22][CH2:21][CH2:20]1>>[N:19]1([CH2:24][CH2:25][CH2:26][C:27]2[CH:28]=[CH:29][C:30]([C:31]([C:10]3[C:11]4[CH:17]=[CH:16][CH:15]=[CH:14][C:12]=4[S:13][C:9]=3[C:6]3[CH:7]=[CH:8][C:3]([O:2][CH3:1])=[CH:4][CH:5]=3)=[O:32])=[CH:34][CH:35]=2)[CH2:23][CH2:22][CH2:21][CH2:20]1 |f:1.2|. Procedure details: By essentially following the procedure outlined in Example 2, Part C, the title compound was prepared from 2-(4-methoxyphenyl)benzo[b]thiophene (Example 3; Part A) and 4-[3-(1-pyrrolidinyl)propyl]benzoic acid hydrochloride in 33% yield as a viscous oil. Reactants: [N+](=O)([O-])C1=CC=C(OC2CCC(CC2)C(=O)OCC)C=C1 (ethyl 4-(4-nitrophenoxy)cyclohexanecarboxylate). Reagents/catalysts: [Pd] (Palladium). The solvent is CCO (EtOH). Reaction conditions: time 16 hour. The product is NC1=CC=C(O[C@H]2CC[C@H](CC2)C(=O)OCC)C=C1 (Ethyl cis-4-(4-aminophenoxy)cyclohexanecarboxylate). The yield is 100.0%. RXN SMILES: [N+:1]([C:4]1[CH:21]=[CH:20][C:7]([O:8][CH:9]2[CH2:14][CH2:13][CH:12]([C:15]([O:17][CH2:18][CH3:19])=[O:16])[CH2:11][CH2:10]2)=[CH:6][CH:5]=1)([O-])=O>CCO.[Pd]>[NH2:1][C:4]1[CH:5]=[CH:6][C:7]([O:8][C@@H:9]2[CH2:14][CH2:13][C@H:12]([C:15]([O:17][CH2:18][CH3:19])=[O:16])[CH2:11][CH2:10]2)=[CH:20][CH:21]=1. Reported procedure: Palladium (10 wt. %) on carbon (200 mg) was added in one portion to a solution of ethyl 4-(4-nitrophenoxy)cyclohexanecarboxylate (6.95 g, 23.7 mmol) in EtOH (200 mL) and the reaction mixture was stirred under a hydrogen atmosphere at ambient temperature for 16 h. The reaction mixture was filtered and concentrated in vacuo to leave the title compound as a yellow oil (6.24 g, 100%). Starting materials: Cl, CN(C(=O)N(C)C1CNCC1c1ccc(F)cc1F)c1cc(C(F)(F)F)cc(C(F)(F)F)c1, O=C(O)C1CCC(F)(F)CC1. The product is CN(C(=O)N(C)C1CN(C(=O)C2CCC(F)(F)CC2)CC1c1ccc(F)cc1F)c1cc(C(F)(F)F)cc(C(F)(F)F)c1. As a reaction SMILES: [ClH:1].[F:2][C:3]([c:4]1[cH:5][c:6]([N:14]([C:15](=[O:16])[N:17]([CH3:18])[CH:19]2[CH2:20][NH:21][CH2:22][CH:23]2[c:24]2[c:25]([F:31])[cH:26][c:27]([F:30])[cH:28][cH:29]2)[CH3:32])[cH:7][c:8]([C:10]([F:11])([F:12])[F:13])[cH:9]1)([F:33])[F:34].[F:35][C:36]1([F:45])[CH2:37][CH2:38][CH:39]([C:42](=[O:43])[OH:44])[CH2:40][CH2:41]1>>[F:2][C:3]([c:4]1[cH:5][c:6]([N:14]([C:15](=[O:16])[N:17]([CH3:18])[CH:19]2[CH2:20][N:21]([C:42]([CH:39]3[CH2:38][CH2:37][C:36]([F:35])([F:45])[CH2:41][CH2:40]3)=[O:43])[CH2:22][CH:23]2[c:24]2[c:25]([F:31])[cH:26][c:27]([F:30])[cH:28][cH:29]2)[CH3:32])[cH:7][c:8]([C:10]([F:11])([F:12])[F:13])[cH:9]1)([F:33])[F:34]. As a reaction SMILES: [Al+3:2].[CH2:35]1[O:36][CH2:37][CH2:38][CH2:39]1.[CH2:7]([CH3:8])[N:9]([CH2:10][CH3:11])[c:12]1[s:13][cH:14][c:15]([C:17](=[O:18])[O:19][CH2:20][CH3:21])[n:16]1.[CH3:22][CH2:23][O:24][C:25](=[O:26])[CH3:27].[CH3:28][c:29]1[cH:30][cH:31][cH:32][cH:33][cH:34]1.[H-:1].[H-:4].[H-:5].[H-:6].[Li+:3]>>[CH2:7]([CH3:8])[N:9]([CH2:10][CH3:11])[c:12]1[s:13][cH:14][c:15]([CH2:17][OH:18])[n:16]1. Starting materials: [Al+3], C1CCOC1, CCOC(=O)c1csc(N(CC)CC)n1, CCOC(C)=O, Cc1ccccc1, [H-], [H-], [H-], [H-], [Li+]. The product is CCN(CC)c1nc(CO)cs1. Solvent: CCO (EtOH). RXN SMILES: [C:1]([C:3]1[CH:8]=[CH:7][C:6](=[O:9])[N:5]([C:10]2[CH:15]=[CH:14][CH:13]=[CH:12][CH:11]=2)[C:4]=1[S-:16])#[N:2].[Na+].Br[CH2:19][C:20]([O:22][CH2:23][CH3:24])=[O:21].O>CCO>[CH2:23]([O:22][C:20]([C:19]1[S:16][C:4]2[N:5]([C:10]3[CH:15]=[CH:14][CH:13]=[CH:12][CH:11]=3)[C:6](=[O:9])[CH:7]=[CH:8][C:3]=2[C:1]=1[NH2:2])=[O:21])[CH3:24] |f:0.1|. Product: C(C)OC(=O)C1=C(C2=C(N(C(C=C2)=O)C2=CC=CC=C2)S1)N (3-Amino-6-oxo-7-phenyl-6,7-dihydrothieno[2,3-b]pyridine-2-carboxylic acid ethyl ester). Starting materials: C(#N)C1=C(N(C(C=C1)=O)C1=CC=CC=C1)[S-].[Na+] (Sodium 3-cyano-6-oxo-1-phenyl-1,6-dihydropyridine-2-thiolate), BrCC(=O)OCC (ethyl bromoacetate), O (H2O). Procedure details: A mixture of Example 1 (0.34 g at 100%) and ethyl bromoacetate (0.197 mL) in EtOH (6 mL) was stirred at room temperature for 1 h. H2O (10 mL) was then added. The solid was filtered and washed with more H2O (2 mL). The product was dried under vacuum at 40° C. to constant weight to give the title compound as a pale pink solid (0.35 g). δH (DMSO-d6) 8.20 (1H, d, J 9.6 Hz), 7.60 (3H, m), 7.45 (2H, m), 7.15 (2H, br s), 6.55 (1H, d, J 9.6 Hz), 4.15 (2H, q, J 7.1 Hz), 1.20 (3H, t, J 7.1 Hz). LCMS (ES+)... The reactants are C1CCN(C1[B-](F)(F)F)C(OC(C)(C)C)=O.[K+], c1c(ccnc1C)Br. The reagents and catalysts are c1ccc(cc1)-c2c3ccccc3cc4ccccc24 (9-Phenylanthracene), CC1=NC(=CC=C1)C (Lutidine), c1(c2cc(ccn2)C(C)(C)C)cc(ccn1)C(C)(C)C (dtbbpy), C(COC)OC.[Ni](Cl)Cl (NiCl2.DME). The solvent is CC(=O)C  (Acetone), CO (MeOH). Conditions: temperature 25 celsius, time 18 hour. The product is Cc1cc(ccn1)C2CCCN2C(=O)OC(C)(C)C. RXN SMILES: [CH3:1][c:2]1[n:7][cH:6][cH:5][c:4](Br)[cH:3]1.[K+].[CH3:8][C:9]([O:12][C:13]([N:15]1[CH:19]([B-](F)(F)F)[CH2:18][CH2:17][CH2:16]1)=[O:14])([CH3:11])[CH3:10]>>[CH3:1][c:2]1[n:7][cH:6][cH:5][c:4]([CH:19]2[N:15]([C:13]([O:12][C:9]([CH3:11])([CH3:10])[CH3:8])=[O:14])[CH2:16][CH2:17][CH2:18]2)[cH:3]1.